From a dataset of the Open Reaction Database (ORD), a public repository of structured organic reaction records. describe an organic reaction: reactants, conditions, products, and yield The product is CCOC(=O)c1ccc(-n2cc(C#N)c3cc(-c4ccc(OC)cc4)ccc32)cc1. RXN SMILES: [C:35](=[O:36])([O-:37])[O-:38].[CH2:1]([CH3:2])[O:3][C:4]([c:5]1[cH:6][cH:7][c:8](-[n:11]2[cH:12][c:13]([C:21]#[N:22])[c:14]3[cH:15][c:16]([Br:20])[cH:17][cH:18][c:19]23)[cH:9][cH:10]1)=[O:23].[CH3:125][CH2:126][OH:127].[CH3:24][O:25][c:26]1[cH:27][cH:28][c:29]([B:32]([OH:33])[OH:34])[cH:30][cH:31]1.[CH3:41][O:42][CH2:43][CH2:44][O:45][CH3:46].[K+:39].[K+:40].[OH2:124].[Pd:47].[c:105]1([P:106]([c:107]2[cH:108][cH:109][cH:110][cH:111][cH:112]2)[c:113]2[cH:114][cH:115][cH:116][cH:117][cH:118]2)[cH:119][cH:120][cH:121][cH:122][cH:123]1.[c:48]1([P:49]([c:50]2[cH:51][cH:52][cH:53][cH:54][cH:55]2)[c:56]2[cH:57][cH:58][cH:59][cH:60][cH:61]2)[cH:62][cH:63][cH:64][cH:65][cH:66]1.[c:67]1([P:68]([c:69]2[cH:70][cH:71][cH:72][cH:73][cH:74]2)[c:75]2[cH:76][cH:77][cH:78][cH:79][cH:80]2)[cH:81][cH:82][cH:83][cH:84][cH:85]1.[c:86]1([P:87]([c:88]2[cH:89][cH:90][cH:91][cH:92][cH:93]2)[c:94]2[cH:95][cH:96][cH:97][cH:98][cH:99]2)[cH:100][cH:101][cH:102][cH:103][cH:104]1>>[CH2:1]([CH3:2])[O:3][C:4]([c:5]1[cH:6][cH:7][c:8](-[n:11]2[cH:12][c:13]([C:21]#[N:22])[c:14]3[cH:15][c:16](-[c:29]4[cH:28][cH:27][c:26]([O:25][CH3:24])[cH:31][cH:30]4)[cH:17][cH:18][c:19]23)[cH:9][cH:10]1)=[O:23]. Starting materials: O=C([O-])[O-], CCOC(=O)c1ccc(-n2cc(C#N)c3cc(Br)ccc32)cc1, CCO, COc1ccc(B(O)O)cc1, COCCOC, [K+], [K+], O, [Pd], c1ccc(P(c2ccccc2)c2ccccc2)cc1, c1ccc(P(c2ccccc2)c2ccccc2)cc1, c1ccc(P(c2ccccc2)c2ccccc2)cc1, c1ccc(P(c2ccccc2)c2ccccc2)cc1. Reaction SMILES: [CH3:3][O:4][c:5]1[c:6]([NH:11][CH:12]=[CH:13][C:14](=[O:15])[O:16][CH2:17][CH3:18])[cH:7][cH:8][cH:9][cH:10]1.[CH:19]1([C:25](=[O:26])[Cl:27])[CH2:20][CH2:21][CH2:22][CH2:23][CH2:24]1.[H-:1].[Na+:2].[O:28]1[CH2:29][CH2:30][CH2:31][CH2:32]1>>[CH3:3][O:4][c:5]1[c:6]([NH:11][CH:12]=[C:13]([C:14](=[O:15])[O:16][CH2:17][CH3:18])[C:25]([CH:19]2[CH2:20][CH2:21][CH2:22][CH2:23][CH2:24]2)=[O:26])[cH:7][cH:8][cH:9][cH:10]1. The reactants are CCOC(=O)C=CNc1ccccc1OC, O=C(Cl)C1CCCCC1, [H-], [Na+], C1CCOC1. Product: CCOC(=O)C(=CNc1ccccc1OC)C(=O)C1CCCCC1.